Dataset: the Open Reaction Database (ORD), a public repository of structured organic reaction records. Task: describe an organic reaction: reactants, conditions, products, and yield The reactants are CC1=C(C=CC=C1)N1C=CC=2C(=NC=3C(=CC=CC3C21)OCC(C(F)(F)F)(F)F)Cl (1-(2-Methylphenyl)-4-chloro-6-β,β,γ,γ,γ-pentafluoropropyloxypyrrolo[3,2-c]quinoline), NCCCO (3-amino-1-propanol). Product: CC1=C(C=CC=C1)N1C=CC=2C(=NC=3C(=CC=CC3C21)OCC(C(F)(F)F)(F)F)NCCCO (1-(2-methylphenyl)-4-[(3-hydroxypropyl)amino]-6-β,β,γ,γ,γ-pentafluoropropyloxypyrrolo[3,2-c]quinoline). As a reaction SMILES: [CH3:1][C:2]1[CH:7]=[CH:6][CH:5]=[CH:4][C:3]=1[N:8]1[C:20]2[C:19]3[CH:18]=[CH:17][CH:16]=[C:15]([O:21][CH2:22][C:23]([F:29])([F:28])[C:24]([F:27])([F:26])[F:25])[C:14]=3[N:13]=[C:12](Cl)[C:11]=2[CH:10]=[CH:9]1.[NH2:31][CH2:32][CH2:33][CH2:34][OH:35]>>[CH3:1][C:2]1[CH:7]=[CH:6][CH:5]=[CH:4][C:3]=1[N:8]1[C:20]2[C:19]3[CH:18]=[CH:17][CH:16]=[C:15]([O:21][CH2:22][C:23]([F:29])([F:28])[C:24]([F:27])([F:26])[F:25])[C:14]=3[N:13]=[C:12]([NH:31][CH2:32][CH2:33][CH2:34][OH:35])[C:11]=2[CH:10]=[CH:9]1. Reported procedure: 1-(2-Methylphenyl)-4-chloro-6-β,β,γ,γ,γ-pentafluoropropyloxypyrrolo[3,2-c]quinoline(600 mg, 1.4 mmol) was dissolved in 3-amino-1-propanol(5.0 ml), and reacted at the same condition of Step 3 in the Example 59 to obtain 610 mg of desired compound as solid in 94% of yield.